Dataset: the Open Reaction Database (ORD), a public repository of structured organic reaction records. Task: describe an organic reaction: reactants, conditions, products, and yield Starting materials: O=[N+]([O-])c1cc(F)c(Br)cc1F, CCCCCC1CCC(c2ccc(B(O)O)cc2)CC1, CCO, [Na+], [Na+], O=C([O-])[O-], O, c1ccccc1, c1ccc(P(c2ccccc2)(c2ccccc2)[Pd](P(c2ccccc2)(c2ccccc2)c2ccccc2)(P(c2ccccc2)(c2ccccc2)c2ccccc2)P(c2ccccc2)(c2ccccc2)c2ccccc2)cc1. Yields the product CCCCCC1CCC(c2ccc(-c3cc(F)c([N+](=O)[O-])cc3F)cc2)CC1. Reaction SMILES: [Br:24][c:25]1[cH:26][c:27]([F:35])[c:28]([N+:32](=[O:33])[O-:34])[cH:29][c:30]1[F:31].[CH2:4]([CH2:5][CH2:6][CH2:7][CH3:8])[CH:9]1[CH2:10][CH2:11][CH:12]([c:15]2[cH:16][cH:17][c:18]([B:21]([OH:22])[OH:23])[cH:19][cH:20]2)[CH2:13][CH2:14]1.[CH3:1][CH2:2][OH:3].[Na+:36].[Na+:37].[O-:38][C:39](=[O:40])[O-:41].[OH2:119].[cH:120]1[cH:121][cH:122][cH:123][cH:124][cH:125]1.[cH:42]1[cH:43][cH:44][c:45]([P:46]([Pd:47]([P:48]([c:49]2[cH:50][cH:51][cH:52][cH:53][cH:54]2)([c:55]2[cH:56][cH:57][cH:58][cH:59][cH:60]2)[c:61]2[cH:62][cH:63][cH:64][cH:65][cH:66]2)([P:67]([c:68]2[cH:69][cH:70][cH:71][cH:72][cH:73]2)([c:74]2[cH:75][cH:76][cH:77][cH:78][cH:79]2)[c:80]2[cH:81][cH:82][cH:83][cH:84][cH:85]2)[P:86]([c:87]2[cH:88][cH:89][cH:90][cH:91][cH:92]2)([c:93]2[cH:94][cH:95][cH:96][cH:97][cH:98]2)[c:99]2[cH:100][cH:101][cH:102][cH:103][cH:104]2)([c:105]2[cH:106][cH:107][cH:108][cH:109][cH:110]2)[c:111]2[cH:112][cH:113][cH:114][cH:115][cH:116]2)[cH:117][cH:118]1>>[CH2:4]([CH2:5][CH2:6][CH2:7][CH3:8])[CH:9]1[CH2:10][CH2:11][CH:12]([c:15]2[cH:16][cH:17][c:18](-[c:25]3[cH:26][c:27]([F:35])[c:28]([N+:32](=[O:33])[O-:34])[cH:29][c:30]3[F:31])[cH:19][cH:20]2)[CH2:13][CH2:14]1. Reactants: [BH3-]C#N, CO, COc1ccc(C=O)cc1OC1CCCC1, Cl, Nc1nc[nH]n1, [Na+]. The product is COc1ccc(CNc2nc[nH]n2)cc1OC1CCCC1. RXN SMILES: [C:24]([BH3-:25])#[N:26].[CH3:28][OH:29].[CH:8]1([O:13][c:14]2[cH:15][c:16]([CH:17]=[O:18])[cH:19][cH:20][c:21]2[O:22][CH3:23])[CH2:9][CH2:10][CH2:11][CH2:12]1.[ClH:7].[NH2:1][c:2]1[n:3][nH:4][cH:5][n:6]1.[Na+:27]>>[NH:1]([c:2]1[n:3][nH:4][cH:5][n:6]1)[CH2:17][c:16]1[cH:15][c:14]([O:13][CH:8]2[CH2:9][CH2:10][CH2:11][CH2:12]2)[c:21]([O:22][CH3:23])[cH:20][cH:19]1. Reactants: N=1CCN2C1SC1=C2C=CC(=C1)N (2,3-dihydroimidazo[2,1-b]benzothiazol-7-amine), BrC(C)(C)C (2-bromo-2-methylpropane), CN(C=O)C (N,N-dimethylformamide). Run in O (water). Reaction conditions: temperature 80 celsius, time 20 hour. The product is Br.N=1CCN2C1SC1=C2C=CC(=C1)NC=O (N-(2,3-dihydroimidazo[2,1-b]benzothiazol-7-yl)formamide monohydrobromide). As a reaction SMILES: [N:1]1[CH2:2][CH2:3][N:4]2[C:8]3[CH:9]=[CH:10][C:11]([NH2:13])=[CH:12][C:7]=3[S:6][C:5]=12.[Br:14]C(C)(C)C.CN(C)[CH:21]=[O:22]>O>[BrH:14].[N:1]1[CH2:2][CH2:3][N:4]2[C:8]3[CH:9]=[CH:10][C:11]([NH:13][CH:21]=[O:22])=[CH:12][C:7]=3[S:6][C:5]=12 |f:4.5|. Procedure: A mixture of 3 parts of 2,3-dihydroimidazo[2,1-b]benzothiazol-7-amine, 15 parts of 2-bromo-2-methylpropane and 13.5 parts of N,N-dimethylformamide is stirred for 20 hours at 80° C. The reaction mixture is poured onto 50 parts of water. The precipitated product is filtered off, washed successively with water, 2-propanol and 2,2'-oxybispropane, and dried, yielding 3 parts of N-(2,3-dihydroimidazo[2,1-b]benzothiazol-7-yl)formamide monohydrobromide; mp. 287.3° C. Reactants: [BH4-], Cl, Cl, Nc1c(F)cc(C(=O)CNC2CC2)cc1Cl, [Na+]. Yields the product Nc1c(F)cc(C(O)CNC2CC2)cc1Cl. As a reaction SMILES: [BH4-:19].[ClH:1].[ClH:2].[NH2:3][c:4]1[c:5]([Cl:18])[cH:6][c:7]([C:11]([CH2:12][NH:13][CH:14]2[CH2:15][CH2:16]2)=[O:17])[cH:8][c:9]1[F:10].[Na+:20]>>[NH2:3][c:4]1[c:5]([Cl:18])[cH:6][c:7]([CH:11]([CH2:12][NH:13][CH:14]2[CH2:15][CH2:16]2)[OH:17])[cH:8][c:9]1[F:10].